Dataset: the Open Reaction Database (ORD), a public repository of structured organic reaction records. Task: describe an organic reaction: reactants, conditions, products, and yield The reactants are N (ammonia), C(#N)C=1C=NN(C1C=CC(=O)Cl)C1=NC=C(C=C1Cl)C(F)(F)F (3-[4-cyano-1-(3-chloro-5-trifluoromethylpyridin-2-yl)-1H-pyrazol-5-yl]acrylic acid chloride). Solvent: O1CCCC1 (tetrahydrofuran), O1CCCC1 (tetrahydrofuran), O (water). Run at time 1 hour. Yields the product C(#N)C=1C=NN(C1C=CC(=O)N)C1=NC=C(C=C1Cl)C(F)(F)F (3-[4-cyano-1-(3-chloro-5-trifluoromethylpyridin-2-yl)-1H-pyrazol-5-yl]-acrylamide). The yield is 52.7%. RXN SMILES: [NH3:1].[C:2]([C:4]1[CH:5]=[N:6][N:7]([C:14]2[C:19]([Cl:20])=[CH:18][C:17]([C:21]([F:24])([F:23])[F:22])=[CH:16][N:15]=2)[C:8]=1[CH:9]=[CH:10][C:11](Cl)=[O:12])#[N:3]>O1CCCC1.O>[C:2]([C:4]1[CH:5]=[N:6][N:7]([C:14]2[C:19]([Cl:20])=[CH:18][C:17]([C:21]([F:24])([F:23])[F:22])=[CH:16][N:15]=2)[C:8]=1[CH:9]=[CH:10][C:11]([NH2:1])=[O:12])#[N:3]. Reported procedure: To a stirred, ice-cold solution of 10 mL (0.15 mole) of concentrated aqueous ammonia in 15 mL of tetrahydrofuran was added dropwise a solution of 0.35 gram (0.001 mole) of 3-[4-cyano-1-(3-chloro-5-trifluoromethylpyridin-2-yl)-1H-pyrazol-5-yl]acrylic acid chloride in 15 mL of tetrahydrofuran. Upon completion of the addition, the cooling bath was removed. The reaction vessel was closed by placing a rubber balloon over the open inlet of the reaction vessel. The reaction mixture was then allowed to ...